From a dataset of the Open Reaction Database (ORD), a public repository of structured organic reaction records. describe an organic reaction: reactants, conditions, products, and yield Starting materials: ClC(Cl)(OC(OC(Cl)(Cl)Cl)=O)Cl (Triphosgene), CC12CC(CC(CCC1)(N2)C)=O (1,5-dimethyl-9-azabicyclo[3.3.1]nonan-3-one), N1=CC=CC=C1 (pyridine), C(C)(C)(C)O (tert-butanol). Solvent: ClCCl (dichloromethane), O (water). Reaction conditions: time 30 minute. The product is C(C)(C)(C)OC(=O)N1C2(CC(CC1(CCC2)C)=O)C (N-tert-butoxycarbonyl-1,5-dimethyl-9-azabicyclo[3.3.1]nonan-3-one). Isolated yield 113.5%. Reaction SMILES: Cl[C:2](Cl)([O:4]C(=O)OC(Cl)(Cl)Cl)Cl.[CH3:13][C:14]12[NH:22][C:18]([CH3:23])([CH2:19][CH2:20][CH2:21]1)[CH2:17][C:16](=[O:24])[CH2:15]2.N1C=CC=CC=1.[C:31]([OH:35])([CH3:34])([CH3:33])[CH3:32]>O.ClCCl>[C:31]([O:35][C:2]([N:22]1[C:18]2([CH3:23])[CH2:19][CH2:20][CH2:21][C:14]1([CH3:13])[CH2:15][C:16](=[O:24])[CH2:17]2)=[O:4])([CH3:34])([CH3:33])[CH3:32]. Procedure details: Triphosgene (1.33 g, 4.48 mmol) was added in several portions to a dichloromethane solution (50 ml) of 1,5-dimethyl-9-azabicyclo[3.3.1]nonan-3-one (1.87 g, 11.2 mmol) and pyridine (2.3 ml, 28 mmol) under ice-cooled condition. After stirring the mixture for 30 min under ice-cooled condition, tert-butanol (2.2 ml, 22.4 mmol) was dropped, and the mixture was stirred for 8 h. The reaction was stopped by adding water to the reaction liquid. The reaction liquid was then extracted with diethyl ether, w... RXN SMILES: [CH3:1][C:2]1[CH:11]=[C:10]([CH2:12][O:13][C:14]2[CH:22]=[CH:21][C:17]([C:18](O)=[O:19])=[CH:16][CH:15]=2)[C:9]2[C:4](=[CH:5][CH:6]=[CH:7][CH:8]=2)[N:3]=1.F[B-](F)(F)F.N1(OC(N(C)C)=[N+](C)C)C2C=CC=CC=2N=N1.C(N(C(C)C)CC)(C)C.Cl.Cl.Cl.[NH2:57][CH2:58][CH:59]([N:64]1[CH2:69][CH2:68][N:67]([CH2:70][CH3:71])[CH2:66][CH2:65]1)[C:60]([O:62][CH3:63])=[O:61].C(=O)([O-])O.[Na+]>CN(C)C=O>[CH2:70]([N:67]1[CH2:66][CH2:65][N:64]([C@@H:59]([CH2:58][NH:57][C:18](=[O:19])[C:17]2[CH:21]=[CH:22][C:14]([O:13][CH2:12][C:10]3[C:9]4[C:4](=[CH:5][CH:6]=[CH:7][CH:8]=4)[N:3]=[C:2]([CH3:1])[CH:11]=3)=[CH:15][CH:16]=2)[C:60]([O:62][CH3:63])=[O:61])[CH2:69][CH2:68]1)[CH3:71] |f:1.2,4.5.6.7,8.9|. Reaction conditions: time 15 minute. Reported procedure: 0.6 g (2.1 mmol) of 4-(2-methylquinolin-4-ylmethoxy)benzoic acid are dissolved in 10 ml of dimethylformamide then 0.7 g (2.3 mmol) of O-(benzotriazol-1-yl)-N,N,N′,N′-tetramethyluronium tetrafluoroborate and 1.1 ml (6.3 mmol) of diisopropylethylamine are added. After stirring for 15 minutes at ambient temperature, a solution of 700 mg (2.1 mmol) of methyl 3-amino-2-(4-ethylpiperazin-1-yl)propanoate trihydrochloride and 1.1 ml (6.3 mmol) of diisopropylethylamine in 10 ml of dimethylformamide is ad... Run in CN(C=O)C (dimethylformamide), CN(C=O)C (dimethylformamide). Yields the product C(C)N1CCN(CC1)[C@H](C(=O)OC)CNC(C1=CC=C(C=C1)OCC1=CC(=NC2=CC=CC=C12)C)=O (methyl (S)-2-(4-ethylpiperazin-1-yl)-3-[4-(2-methylquinolin-4-ylmethoxy)benzoylamino]propanoate). Reactants: F[B-](F)(F)F.N1(N=NC2=C1C=CC=C2)OC(=[N+](C)C)N(C)C (O-(benzotriazol-1-yl)-N,N,N′,N′-tetramethyluronium tetrafluoroborate), C(C)(C)N(CC)C(C)C (diisopropylethylamine), CC1=NC2=CC=CC=C2C(=C1)COC1=CC=C(C(=O)O)C=C1 (4-(2-methylquinolin-4-ylmethoxy)benzoic acid), Cl.Cl.Cl.NCC(C(=O)OC)N1CCN(CC1)CC (methyl 3-amino-2-(4-ethylpiperazin-1-yl)propanoate trihydrochloride), C(C)(C)N(CC)C(C)C (diisopropylethylamine), C(O)([O-])=O.[Na+] (sodium hydrogen carbonate). Isolated yield 81.5%. The reactants are COC1=CC=C(CNCCNC(=O)C=2SC=CC2NC2=C3C(=NC=C2)NC=C3)C=C1 (3-(1H-Pyrrolo[2,3-b]pyridin-4-ylamino)-thiophene-2-carboxylic acid [2-(4-methoxy-benzylamino)-ethyl]amide), ClC=1C=C(C=O)C=CC1F (3-chloro-4-fluorobenzaldehyde). Reaction SMILES: COC1C=CC(C[NH:8][CH2:9][CH2:10][NH:11][C:12]([C:14]2[S:15][CH:16]=[CH:17][C:18]=2[NH:19][C:20]2[CH:25]=[CH:24][N:23]=[C:22]3[NH:26][CH:27]=[CH:28][C:21]=23)=[O:13])=CC=1.[Cl:31][C:32]1[CH:33]=[C:34]([CH:37]=[CH:38][C:39]=1[F:40])[CH:35]=O>>[Cl:31][C:32]1[CH:33]=[C:34]([CH:37]=[CH:38][C:39]=1[F:40])[CH2:35][NH:8][CH2:9][CH2:10][NH:11][C:12]([C:14]1[S:15][CH:16]=[CH:17][C:18]=1[NH:19][C:20]1[CH:25]=[CH:24][N:23]=[C:22]2[NH:26][CH:27]=[CH:28][C:21]=12)=[O:13]. Reported procedure: This compound was prepared in an analogous manner as 3-(1H-Pyrrolo[2,3-b]pyridin-4-ylamino)-thiophene-2-carboxylic acid [2-(4-methoxy-benzylamino)-ethyl]amide using 3-chloro-4-fluorobenzaldehyde instead of 4-methoxy benzaldehyde. LCMS (ESI) 444 (M+H) 1H NMR (400 MHz, DMSO-d6) δ ppm 11.52 (1H, br. s.) 10.27 (1H, s) 7.99-8.07 (2H, m) 7.77 (1H, d, J=5.47 Hz) 7.52 (1H, d, J=7.91 Hz) 7.46 (1H, d, J=5.42 Hz) 7.29 (3H, dd, J=1.24, 0.17 Hz) 6.80 (1H, d, J=5.47 Hz) 6.42 (1H, dd, J=3.47, 1.85 Hz) 3.66 (2H... Product: ClC=1C=C(CNCCNC(=O)C=2SC=CC2NC2=C3C(=NC=C2)NC=C3)C=CC1F (3-(1H-Pyrrolo[2,3-b]pyridin-4-ylamino)-thiophene-2-carboxylic acid [2-(3-chloro-4-fluoro-benzylamino)-ethyl]-amide). Reactants: COC(=O)C=1C=CC2=C(NC(CS2)=O)C1 (3-Oxo-3,4-dihydro-2H-benzo[1,4]thiazine-6-carboxylic acid methyl ester), [OH-].[Na+] (sodium hydroxide), O (water). Run in O1CCCC1 (tetrahydrofuran). Conditions: time 2.5 hour. Product: O=C1CSC2=C(N1)C=C(C=C2)C(=O)O (3-Oxo-3,4-dihydro-2H-benzo[1,4]thiazine-6-carboxylic acid). The yield is 98.2%. RXN SMILES: C[O:2][C:3]([C:5]1[CH:6]=[CH:7][C:8]2[S:13][CH2:12][C:11](=[O:14])[NH:10][C:9]=2[CH:15]=1)=[O:4].[OH-].[Na+].O>O1CCCC1>[O:14]=[C:11]1[NH:10][C:9]2[CH:15]=[C:5]([C:3]([OH:4])=[O:2])[CH:6]=[CH:7][C:8]=2[S:13][CH2:12]1 |f:1.2|. Procedure details: 3-Oxo-3,4-dihydro-2H-benzo[1,4]thiazine-6-carboxylic acid methyl ester (6.74 g) was suspended in tetrahydrofuran (100 mL) and 2M sodium hydroxide (30 mL) was added followed by water (20 mL). The solution was stirred for 2.5 hours, evaporated to half volume and acidified with 2M hydrochloric acid. The product was collected, washed with water and dried in vacuo, to give a white solid (6.2 g). The reactants are [H-].[Na+] (NaH), ClC1=C2C(=NC=N1)N(N=C2)C2=C(C=C(C=C2)S(=O)(=O)C)F (4-Chloro-1-(2-fluoro-4-methanesulfonyl-phenyl)-1H-pyrazolo[3,4-d]pyrimidine), C(C)(C)(C)OC(=O)N1CCC(CC1)O (4-hydroxy-piperidine-1-carboxylic acid tert-butyl ester), C1CCOC1 (THF). Run in C(Cl)Cl (CH2Cl2). Run at time 30 minute. Product: C(C)(C)(C)OC(=O)N1CCC(CC1)OC1=C2C(=NC=N1)N(N=C2)C2=C(C=C(C=C2)S(=O)(=O)C)F (4-[1-(2-Fluoro-4-methanesulfonyl-phenyl)-1H-pyrazolo[3,4-d]pyrimidin-4-yloxy]-piperidine-1-carboxylic acid tert-butyl ester). As a reaction SMILES: [H-].[Na+].[C:3]([O:7][C:8]([N:10]1[CH2:15][CH2:14][CH:13]([OH:16])[CH2:12][CH2:11]1)=[O:9])([CH3:6])([CH3:5])[CH3:4].C1COCC1.Cl[C:23]1[N:28]=[CH:27][N:26]=[C:25]2[N:29]([C:32]3[CH:37]=[CH:36][C:35]([S:38]([CH3:41])(=[O:40])=[O:39])=[CH:34][C:33]=3[F:42])[N:30]=[CH:31][C:24]=12>C(Cl)Cl>[C:3]([O:7][C:8]([N:10]1[CH2:15][CH2:14][CH:13]([O:16][C:23]2[N:28]=[CH:27][N:26]=[C:25]3[N:29]([C:32]4[CH:37]=[CH:36][C:35]([S:38]([CH3:41])(=[O:40])=[O:39])=[CH:34][C:33]=4[F:42])[N:30]=[CH:31][C:24]=23)[CH2:12][CH2:11]1)=[O:9])([CH3:6])([CH3:4])[CH3:5] |f:0.1|. Reported procedure: In a 500 mL round-bottomed flask equipped with a N2 inlet septum was placed a stir bar, NaH (60% in mineral oil, 1.8 g, 45.6 mmol) and 4-hydroxy-piperidine-1-carboxylic acid tert-butyl ester (1.53 g, 7.6 mmol). THF (anhydrous, 80 mL) was added to the mixture. The resulting suspension was stirred about 30 min at room temperature. 4-Chloro-1-(2-fluoro-4-methanesulfonyl-phenyl)-1H-pyrazolo[3,4-d]pyrimidine (2.5 g, 7.6 mmol) was then added in one portion. The mixture was stirred overnight under N2 a... Starting materials: CC(C)C(NC(=O)OC(C)(C)C)C(=O)O, ClCCl, CN1CCCCC1, CC(N)C(C)Oc1ccccc1, CC(C)COC(=O)Cl, O. The product is CC(C)C(NC(=O)OC(C)(C)C)C(=O)NC(C)C(C)Oc1ccccc1. Reaction SMILES: [C:8]([CH3:9])([CH3:10])([CH3:11])[O:12][C:13](=[O:14])[NH:15][CH:16]([CH:17]([CH3:18])[CH3:19])[C:20](=[O:21])[OH:22].[CH2:43]([Cl:44])[Cl:45].[CH3:1][N:2]1[CH2:3][CH2:4][CH2:5][CH2:6][CH2:7]1.[CH3:31][CH:32]([CH:33]([O:34][c:35]1[cH:36][cH:37][cH:38][cH:39][cH:40]1)[CH3:41])[NH2:42].[Cl:23][C:24]([O:25][CH2:26][CH:27]([CH3:28])[CH3:29])=[O:30].[OH2:46]>>[C:8]([CH3:9])([CH3:10])([CH3:11])[O:12][C:13](=[O:14])[NH:15][CH:16]([CH:17]([CH3:18])[CH3:19])[C:20](=[O:22])[NH:42][CH:32]([CH3:31])[CH:33]([O:34][c:35]1[cH:36][cH:37][cH:38][cH:39][cH:40]1)[CH3:41].